This data is from the Open Reaction Database (ORD), a public repository of structured organic reaction records. The task is: describe an organic reaction: reactants, conditions, products, and yield Reactants: C(C)OC1=CC=C(C=C1)C=1C=CC2=C(C=C(CCO2)C(=O)OCC)C1 (ethyl 7-(4-ethoxyphenyl)-2,3-dihydro-1-benzoxepine-4-carboxylate), [OH-].[Na+] (sodium hydroxide). Solvent: C(C)O (ethanol). Reaction conditions: time 20 hour. Product: C(C)OC1=CC=C(C=C1)C=1C=CC2=C(C=C(CCO2)C(=O)O)C1 (7-(4-ethoxyphenyl)-2,3-dihydro-1-benzoxepine-4-carboxylic acid). Yield: 92.5%. Reaction SMILES: [CH2:1]([O:3][C:4]1[CH:9]=[CH:8][C:7]([C:10]2[CH:11]=[CH:12][C:13]3[O:19][CH2:18][CH2:17][C:16]([C:20]([O:22]CC)=[O:21])=[CH:15][C:14]=3[CH:25]=2)=[CH:6][CH:5]=1)[CH3:2].[OH-].[Na+]>C(O)C>[CH2:1]([O:3][C:4]1[CH:5]=[CH:6][C:7]([C:10]2[CH:11]=[CH:12][C:13]3[O:19][CH2:18][CH2:17][C:16]([C:20]([OH:22])=[O:21])=[CH:15][C:14]=3[CH:25]=2)=[CH:8][CH:9]=1)[CH3:2] |f:1.2|. Reported procedure: To a solution of ethyl 7-(4-ethoxyphenyl)-2,3-dihydro-1-benzoxepine-4-carboxylate (447.8 mg) in ethanol (20 ml) was added 2N sodium hydroxide (2.0 ml) at room temperature, and the mixture was stirred for 20 hours and concentrated under reduced pressure. To the residue was added 1N hydrochloric acid (5 ml), and the mixture was extracted with ethyl acetate and concentrated. The resulting crystal was collected by filtration to give 7-(4-ethoxyphenyl)-2,3-dihydro-1-benzoxepine-4-carboxylic acid (380... The reactants are ClC(C(OC(C)C1=CC(=CC=2N(C=NC21)CC)C(F)(F)F)=N)(Cl)Cl (1-(1-Ethyl-6-(trifluoromethyl)-1H-benzo[d]imidazol-4-yl)ethyl 2,2,2-trichloroacetimidate), FC1=CC=C(C=C1)C1(CCN(CC1)C(=O)OC(C)(C)C)CO (tert-butyl 4-(4-fluorophenyl)-4-(hydroxymethyl)piperidine-1-carboxylate), ClC(C)Cl.C1CCCCC1 (dichloroethane cyclohexane). Conditions: temperature 0 celsius. Yields the product C(C)N1C=NC2=C1C=C(C=C2C(C)OCC2(CCN(CC2)C(=O)OC(C)(C)C)C2=CC=C(C=C2)F)C(F)(F)F (tert-Butyl 4-((1-(1-ethyl-6-(trifluoromethyl)-1H-benzo[d]imidazol-4-yl)ethoxy)methyl)-4-(4-fluorophenyl)piperidine-1-carboxylate). RXN SMILES: ClC(Cl)(Cl)C(=N)O[CH:5]([C:7]1[C:15]2[N:14]=[CH:13][N:12]([CH2:16][CH3:17])[C:11]=2[CH:10]=[C:9]([C:18]([F:21])([F:20])[F:19])[CH:8]=1)[CH3:6].[F:25][C:26]1[CH:31]=[CH:30][C:29]([C:32]2([CH2:45][OH:46])[CH2:37][CH2:36][N:35]([C:38]([O:40][C:41]([CH3:44])([CH3:43])[CH3:42])=[O:39])[CH2:34][CH2:33]2)=[CH:28][CH:27]=1.ClC(Cl)C.C1CCCCC1>>[CH2:16]([N:12]1[C:11]2[CH:10]=[C:9]([C:18]([F:21])([F:19])[F:20])[CH:8]=[C:7]([CH:5]([O:46][CH2:45][C:32]3([C:29]4[CH:28]=[CH:27][C:26]([F:25])=[CH:31][CH:30]=4)[CH2:33][CH2:34][N:35]([C:38]([O:40][C:41]([CH3:42])([CH3:43])[CH3:44])=[O:39])[CH2:36][CH2:37]3)[CH3:6])[C:15]=2[N:14]=[CH:13]1)[CH3:17] |f:2.3|. Procedure: (±)-(1-(1-Ethyl-6-(trifluoromethyl)-1H-benzo[d]imidazol-4-yl)ethyl 2,2,2-trichloroacetimidate (670 mg, 1.7 mmol) and tert-butyl 4-(4-fluorophenyl)-4-(hydroxymethyl)piperidine-1-carboxylate (772 mg, 2.5 mmol) were combined in a dichloroethane/cyclohexane mixture (4:2, 6 mL) and cooled to 0° C. The reaction mixture was treated with tetrafluoroboric acid-diethyl ether complex (91 μL, 0.67 mmol), and subsequent processing including extractive work up and purification were carried out as described in... Reactants: C(C)OC(COC1=C(C=C(C=C1)SCC=C(C=1OC=CC1)C=1OC=CC1)C(F)(F)F)=O ({4-[3,3-bis-(2-furanyl)-allylsulfanyl]-2-trifluoromethyl-phenoxy}-acetic acid ethyl ester). Solvent: [OH-].[Na+] (NaOH), C(C)O (ethanol). The product is O1C(=CC=C1)C(=CCSC1=CC(=C(OCC(=O)O)C=C1)C(F)(F)F)C=1OC=CC1 ([4-(3,3-Di-furan-2-yl-allylsulfanyl)-2-trifluoromethyl-phenoxy]-acetic acid). As a reaction SMILES: C([O:3][C:4](=[O:31])[CH2:5][O:6][C:7]1[CH:12]=[CH:11][C:10]([S:13][CH2:14][CH:15]=[C:16]([C:22]2[O:23][CH:24]=[CH:25][CH:26]=2)[C:17]2[O:18][CH:19]=[CH:20][CH:21]=2)=[CH:9][C:8]=1[C:27]([F:30])([F:29])[F:28])C>[OH-].[Na+].C(O)C>[O:18]1[CH:19]=[CH:20][CH:21]=[C:17]1[C:16]([C:22]1[O:23][CH:24]=[CH:25][CH:26]=1)=[CH:15][CH2:14][S:13][C:10]1[CH:11]=[CH:12][C:7]([O:6][CH2:5][C:4]([OH:31])=[O:3])=[C:8]([C:27]([F:30])([F:28])[F:29])[CH:9]=1 |f:1.2|. Procedure details: A solution of {4-[3,3-bis-(2-furanyl)-allylsulfanyl]-2-trifluoromethyl-phenoxy}-acetic acid ethyl ester (35 mg, 0.077 mmol) in 1N NaOH (0.1 ml) and ethanol (5 ml) was stirred at room temperature for 2 hours. The reaxtion mixture was evaporated and the residue dissolved in 1 N HCl (0.15 ml). The aquous phase was extracted with methylene choride (3×25 ml), dried (MgSO4) and evaporated to give the title compound in 30 mg (92%) yield. Product: COC1=CC=C(C=C1)[Si](Cl)(C)C (p-methoxyphenyldimethylchlorosilane). Yield: 61.0%. Conditions: time 5 hour. Procedure details: The following were placed in a dry four-neck flask equipped with a stirrer, reflux condenser, addition funnel, and thermometer under a nitrogen blanket: 23.3 g (1.0 mol) powdered magnesium, 129.1 g (1.0 mol) dimethyldichlorosilane, and 200 mL tetrahydrofuran. A small quantity of iodine was added in order to activate the magnesium. Then, while cooling the flask to below 10 degrees Centigrade, a mixture of 142.6 g (1.0 mol) p-chloroanisole and 300 mL tetrahydrofuran was dripped in from the additio... Reactants: [Mg] (magnesium), [Mg] (magnesium), C[Si](Cl)(Cl)C (dimethyldichlorosilane), II (iodine), ClC1=CC=C(C=C1)OC (p-chloroanisole). The solvent is O1CCCC1 (tetrahydrofuran), O1CCCC1 (tetrahydrofuran). As a reaction SMILES: [Mg].[CH3:2][Si:3]([CH3:6])(Cl)[Cl:4].II.Cl[C:10]1[CH:15]=[CH:14][C:13]([O:16][CH3:17])=[CH:12][CH:11]=1>O1CCCC1>[CH3:17][O:16][C:13]1[CH:14]=[CH:15][C:10]([Si:3]([CH3:6])([CH3:2])[Cl:4])=[CH:11][CH:12]=1. Reactants: NC=1C=CC=C2C=CC(=CC12)C(=O)O (8-amino-2-naphthoic acid), CuBr, Br (HBr), N(=O)[O-].[Na+] (NaNO2), crude product, material. Run in CC(=O)O (HOAc), O (H2O), OS(=O)(=O)O (H2SO4), CC(=O)O (HOAc), OS(=O)(=O)O (H2SO4). Run at temperature 10 celsius. Product: BrC=1C=CC=C2C=CC(=CC12)C(=O)O (8-Bromo-2-naphthoic Acid). Isolated yield 55.0%. As a reaction SMILES: N([O-])=O.[Na+].N[C:6]1[CH:7]=[CH:8][CH:9]=[C:10]2[C:15]=1[CH:14]=[C:13]([C:16]([OH:18])=[O:17])[CH:12]=[CH:11]2.[BrH:19]>OS(O)(=O)=O.CC(O)=O.O>[Br:19][C:6]1[CH:7]=[CH:8][CH:9]=[C:10]2[C:15]=1[CH:14]=[C:13]([C:16]([OH:18])=[O:17])[CH:12]=[CH:11]2 |f:0.1|. Procedure details: According to the procedure of W. Adcock, et al. Aust. J. Chem. 18, 1351 (1965) and H. H. Hodgson, et al. J. Chem. Soc., 1620 (1933), to a cooled (10° C.), stirred solution of NaNO2 (1.24 g, 0.0179 mol) in H2SO4 (16.1 mL) and HOAc (14.9 mL) [prepared by adding NaNO2 to cooled (10° C.) H2SO4, heating to dissolve, recooling, and adding HOAc] was added a solution of 8-amino-2-naphthoic acid (2.80 g, 0.0150 mol) in HOAc (50 mL) over 10 minutes. The resulting solution was added slowly (over 10 minutes... RXN SMILES: [Br:1][c:2]1[cH:3][c:4]([C:8]2([CH2:15][OH:16])[NH:9][C:10](=[O:14])[CH2:11][O:12][CH2:13]2)[cH:5][cH:6][cH:7]1.[C:26](=[O:27])([O-:28])[O-:29].[CH2:17]([N:18]([S:19]([F:20])([F:21])[F:23])[CH2:22][CH3:24])[CH3:25].[Cl:32][CH2:33][Cl:34].[Na+:30].[Na+:31]>>[Br:1][c:2]1[cH:3][c:4]([C:8]2([CH2:15][F:23])[NH:9][C:10](=[O:14])[CH2:11][O:12][CH2:13]2)[cH:5][cH:6][cH:7]1. Yields the product O=C1COCC(CF)(c2cccc(Br)c2)N1. The reactants are O=C1COCC(CO)(c2cccc(Br)c2)N1, O=C([O-])[O-], CCN(CC)S(F)(F)F, ClCCl, [Na+], [Na+]. Reactants: C1(=CC=CC=C1)O (phenol), mixture, [As]([O-])(=O)(C)C.[Na+] (sodium cacodylate), Na2HPO4, [Mg+2].[Cl-].[Cl-] (MgCl2), OP(OP(O)(OP(O)(O)=O)=O)(OC[C@@H]1[C@@H](O)C[C@H](N2C(NC(C(C)=C2)=O)=O)O1)=O (dTTP), DNA, C(C(CO)(CO)N)O.Cl (Tris-HCl), [Mg+2].[Cl-].[Cl-] (MgCl2), [Na+].[Cl-] (NaCl), SCCO (2-mercaptoethanol), NCC(=O)[O-].[Na+] (sodium glycinate), [Mg+2].[Cl-].[Cl-] (MgCl2). The solvent is mixture, C(C)O (ethanol). Run at time 1 hour. Product: CC1=CN(C(=O)NC1=O)[C@H]2C[C@@H]([C@H](O2)COP(=O)(O)O)O (dTMP). As a reaction SMILES: C(O)C(N)(CO)CO.Cl.[Mg+2].[Cl-].[Cl-].[Na+].[Cl-].SCCO.NCC([O-])=O.[Na+].C1(O)C=CC=CC=1.[As](C)(C)(=O)[O-].[Na+].[OH:38][P:39](=[O:66])([O:49][CH2:50][C@H:51]1[O:65][C@@H:55]([N:56]2[CH:62]=[C:60]([CH3:61])[C:59](=[O:63])[NH:58][C:57]2=[O:64])[CH2:54][C@@H:52]1[OH:53])[O:40]P(=O)(OP(=O)(O)O)O>C(O)C>[CH3:61][C:60]1[C:59](=[O:63])[NH:58][C:57](=[O:64])[N:56]([C@@H:55]2[O:65][C@H:51]([CH2:50][O:49][P:39]([OH:40])([OH:66])=[O:38])[C@@H:52]([OH:53])[CH2:54]2)[CH:62]=1 |f:0.1,2.3.4,5.6,8.9,11.12|. Reported procedure: 20 μg of plasmid pBR322 and 10 units of EcoRI (manufactured and sold by Bethesda Research Laboratories, Inc., U.S.A.) are incubated at 37° C. for 2 hours in a 150 μl mixture containing 10 mM Tris-HCl (pH 7.5), 6 mM MgCl2, 50 mM NaCl, 6 mM 2-mercaptoethanol and 200 μg/μl BSA. The mixture is extracted with equal volume of diethyl ether, followed by the addition of ethanol to form a precipitate. Then, the precipitate is dissolved in a 100 μl mixture containing 0.1 mM sodium glycinate (pH 9.5), 5 mM...